Task: describe an organic reaction: reactants, conditions, products, and yield. Dataset: the Open Reaction Database (ORD), a public repository of structured organic reaction records The reactants are [BH4-].[Na+] (sodium borohydride), CC1(COCOC1)C(C(CC1=CC=C(C=C1)Cl)N1N=CN=C1)=O (1-(5-methyl-1,3-dioxan-5-yl)-2-(1,2,4-triazol-1-yl)-3-(4-chlorophenyl)-propan-1-one). Solvent: CO (methanol). Run at temperature 20 celsius, time 12 hour. The product is CC1(COCOC1)C(C(CC1=CC=C(C=C1)Cl)N1N=CN=C1)O (1-(5-methyl-1,3-dioxan-5-yl)-2-(1,2,4-triazol-1-yl)-3-(4-chlorophenyl)-propan-1-ol). Yield: 49.5%. RXN SMILES: [BH4-].[Na+].[CH3:3][C:4]1([C:10](=[O:25])[CH:11]([N:20]2[CH:24]=[N:23][CH:22]=[N:21]2)[CH2:12][C:13]2[CH:18]=[CH:17][C:16]([Cl:19])=[CH:15][CH:14]=2)[CH2:9][O:8][CH2:7][O:6][CH2:5]1>CO>[CH3:3][C:4]1([CH:10]([OH:25])[CH:11]([N:20]2[CH:24]=[N:23][CH:22]=[N:21]2)[CH2:12][C:13]2[CH:14]=[CH:15][C:16]([Cl:19])=[CH:17][CH:18]=2)[CH2:5][O:6][CH2:7][O:8][CH2:9]1 |f:0.1|. Procedure: 11.5 g (0.3 mole) of sodium borohydride are added, a little at a time, to a solution of 90 g (0.269 mole) of 1-(5-methyl-1,3-dioxan-5-yl)-2-(1,2,4-triazol-1-yl)-3-(4-chlorophenyl)-propan-1-one in 250 ml of methanol, at from 0° to +5° C. The mixture is stirred for 12 hours at 20° C. and is then evaporated down. The residue is stirred for 1 hour with 200 ml of 20% strength potassium hydroxide solution and the mixture is then extracted with 500 ml of methylene chloride. The organic phase is washed ...